Dataset: the Open Reaction Database (ORD), a public repository of structured organic reaction records. Task: describe an organic reaction: reactants, conditions, products, and yield The reactants are C(C1CO1)OC(C)(C)C (glycidyl-tert-butyl ether), C(=O)(O)CN1CCN(CCN(CCNCC1)CC(=O)O)CC(=O)O (1,4,7-tris-carboxymethyl-1,4,7,10-tetraazacyclododecane), [OH-].[K+] (potassium hydroxide). The solvent is O1CCOCC1 (dioxane), O (water). Conditions: temperature 70 celsius, time 24 hour. The product is OC(CN1CCN(CCN(CCN(CC1)CC(=O)O)CC(=O)O)CC(=O)O)COC(C)(C)C (10-(2-Hydroxy-3-tert-butyloxy-propyl)-1,4,7-tris-carboxymethyl-1,4,7,10-tetraazacyclododecane). RXN SMILES: [CH2:1]([O:5][C:6]([CH3:9])([CH3:8])[CH3:7])[CH:2]1[O:4][CH2:3]1.[C:10]([CH2:13][N:14]1[CH2:25][CH2:24][NH:23][CH2:22][CH2:21][N:20]([CH2:26][C:27]([OH:29])=[O:28])[CH2:19][CH2:18][N:17]([CH2:30][C:31]([OH:33])=[O:32])[CH2:16][CH2:15]1)([OH:12])=[O:11].[OH-].[K+]>O1CCOCC1.O>[OH:4][CH:2]([CH2:1][O:5][C:6]([CH3:9])([CH3:8])[CH3:7])[CH2:3][N:23]1[CH2:24][CH2:25][N:14]([CH2:13][C:10]([OH:12])=[O:11])[CH2:15][CH2:16][N:17]([CH2:30][C:31]([OH:33])=[O:32])[CH2:18][CH2:19][N:20]([CH2:26][C:27]([OH:29])=[O:28])[CH2:21][CH2:22]1 |f:2.3|. Procedure details: 11.27 g (86.58 mmol) of glycidyl-tert-butyl ether and 10 g (28.86 mmol) of 1,4,7-tris-carboxymethyl-1,4,7,10-tetraazacyclododecane are dissolved in a mixture of 50 ml of dioxane/80 ml of water, and the pH is brought to 10 with 6 N potassium hydroxide solution. It is stirred for 24 hours at 70° C. It is evaporated to dryness, the residue is taken up with 300 ml of water/50 ml of methanol and extracted twice with 100 ml of tert-butyl-methyl ether. The aqueous solution is adjusted to pH 1 with 5 N ... The reactants are C(Cl)(Cl)Cl.CO (chloroform methanol), C(C)(=O)OCC.CCCCCC (ethyl acetate hexane), NC=1C(=NC=CC1)NC1=CC=C(CCNC(OC(C)(C)C)=O)C=C1 (tert-Butyl 4-[(3-amino-2-pyridinyl)amino]phenethylcarbamate), N1=CC=CC=C1 (pyridine), C1(CCCC1)CCC(=O)Cl (3-cyclopentylpropanoyl chloride). Run at temperature 100 celsius. Product: C1(CCCC1)CCC1=NC=2C(=NC=CC2)N1C1=CC=C(C=C1)CCNC[C@@H](COC1=CC=C(C=C1)O)O (4-[(2S)-3-(2-{4-[2-(2-Cyclopentyl-ethyl)-imidazo[4,5-b]pyridin-3-yl]-phenyl}-ethylamino)-2-hydroxy-propoxy]-phenol). Reaction SMILES: [NH2:1][C:2]1[C:3]([NH:8][C:9]2[CH:24]=[CH:23][C:12]([CH2:13][CH2:14][NH:15][C:16](=O)OC(C)(C)C)=[CH:11][CH:10]=2)=[N:4][CH:5]=[CH:6][CH:7]=1.[CH:25]1([CH2:30][CH2:31][C:32](Cl)=[O:33])[CH2:29][CH2:28]CC1.C(Cl)(Cl)Cl.C[OH:40].C([O:44][CH2:45][CH3:46])(=O)C.[CH3:47][CH2:48][CH2:49]CCC.N1[CH:58]=[CH:57][CH:56]=[CH:55][CH:54]=1>>[CH:54]1([CH2:47][CH2:48][C:49]2[N:8]([C:9]3[CH:10]=[CH:11][C:12]([CH2:13][CH2:14][NH:15][CH2:16][C@H:45]([OH:44])[CH2:46][O:40][C:25]4[CH:29]=[CH:28][C:32]([OH:33])=[CH:31][CH:30]=4)=[CH:23][CH:24]=3)[C:3]3=[N:4][CH:5]=[CH:6][CH:7]=[C:2]3[N:1]=2)[CH2:58][CH2:57][CH2:56][CH2:55]1 |f:2.3,4.5|. Reported procedure: tert-Butyl 4-[(3-amino-2-pyridinyl)amino]phenethylcarbamate (1.0 g, 3.05 mmol) was dissolved in anhydrous pyridine and 3-cyclopentylpropanoyl chloride (0.489 g, 3.04 mmol) added. The reaction was heated at 100° C. for 18 hours. The solvent was removed and the residue partitioned between water and chloroform. The organic phase was washed with water and brine, dried over anhydrous magnesium sulfate and filtered. The solution was taken to dryness in vacuo and the residue purified by flash chromatog... Starting materials: Cl.CN(C)CC1C(C2=CC=CC=C2CC1)=O (2-[(Dimethylamino)methyl]-3,4-dihydro-1(2H)-naphthalenone, hydrochloride), N(C1=CC=CC=C1)C1(CCNCC1)C(=O)N (4-anilino isonipecotamide). Solvent: C(C)O (ethanol). Reaction conditions: time 16 hour. The product is O=C1C(CCC2=CC=CC=C12)CN1CCC(C(=O)N)(CC1)NC1=CC=CC=C1 (1-[(1,2,3,4-tetrahydro-1-oxo-2-naphthalenyl)methyl]-4-anilino isonipecotamide). Reaction SMILES: Cl.[CH3:2][N:3]([CH2:5][CH:6]1[CH2:15][CH2:14][C:13]2[C:8](=[CH:9][CH:10]=[CH:11][CH:12]=2)[C:7]1=[O:16])[CH3:4].[NH:17]([C:24]1([C:30]([NH2:32])=[O:31])[CH2:29]CNC[CH2:25]1)[C:18]1[CH:23]=[CH:22][CH:21]=[CH:20][CH:19]=1>C(O)C>[O:16]=[C:7]1[C:8]2[C:13](=[CH:12][CH:11]=[CH:10][CH:9]=2)[CH2:14][CH2:15][CH:6]1[CH2:5][N:3]1[CH2:2][CH2:25][C:24]([NH:17][C:18]2[CH:23]=[CH:22][CH:21]=[CH:20][CH:19]=2)([C:30]([NH2:32])=[O:31])[CH2:29][CH2:4]1 |f:0.1|. Procedure: 2-[(Dimethylamino)methyl]-3,4-dihydro-1(2H)-naphthalenone, hydrochloride (10.0 g) and 4-anilino isonipecotamide (10.2 g) are dissolved in absolute ethanol (150 ml) by brief heating. The reaction mixture is stirred at room temperature under nitrogen for 16 hours. The resulting precipitate is collected by filtration, washed with additional absolute ethanol, and dried in vacuo to give the title compound.